Dataset: the Open Reaction Database (ORD), a public repository of structured organic reaction records. Task: describe an organic reaction: reactants, conditions, products, and yield Reactants: [H-].[Na+] (sodium hydride), C(C1=CC=CC=C1)OC1=CC=C(CI)C=C1 (4-benzyloxybenzyl iodide), C(CCC)[Li] (n-butyllithium), C(C)(=O)CC(C)=O (acetylacetone), CCCCCC (hexane), Cl (hydrochloric acid). Run in C1CCOC1 (THF), CN(P(N(C)C)(N(C)C)=O)C (hexamethyl phosphoric triamide), C1CCOC1 (THF). Reaction conditions: temperature 0 celsius, time 10 minute. The product is C(C1=CC=CC=C1)OC1=CC=C(C=C1)CCC(CC(C)=O)=O (6-(4-benzyloxyphenyl)-2,4-hexanedione). Yield: 62.9%. RXN SMILES: [H-].[Na+].[C:3]([CH2:6][C:7](=[O:9])[CH3:8])(=[O:5])[CH3:4].CCCCCC.C([Li])CCC.[CH2:21]([O:28][C:29]1[CH:36]=[CH:35][C:32]([CH2:33]I)=[CH:31][CH:30]=1)[C:22]1[CH:27]=[CH:26][CH:25]=[CH:24][CH:23]=1.Cl>C1COCC1.CN(C)P(=O)(N(C)C)N(C)C>[CH2:21]([O:28][C:29]1[CH:30]=[CH:31][C:32]([CH2:33][CH2:8][C:7](=[O:9])[CH2:6][C:3](=[O:5])[CH3:4])=[CH:35][CH:36]=1)[C:22]1[CH:23]=[CH:24][CH:25]=[CH:26][CH:27]=1 |f:0.1|. Reported procedure: That is, 0.30 g (60% in oil) (7.5 mmol) of sodium hydride was weighed in a nitrogen atmosphere and 20 ml of THF was added thereto and the mixture was cooled to 0° C. in an ice bath. To the suspension was dripped a mixed solution of 0.75 g (7.5 mmol) of acetylacetone and 0.5 ml of hexamethyl phosphoric triamide to produce colorless precipitate. After stirring the mixture at 0° C. for 10 minutes, 4.6 ml (7.5 mmol) of a hexane solution (1.6 M) of n-butyllithium was dripped therein to dissolve the p... The reactants are CN(C)C=O, Cc1ccc(S(=O)(=O)OCC(I)=C(I)I)cc1, [Na+], [OH-], COC(=O)c1ccc[nH]1. Yields the product COC(=O)c1cccn1CC(I)=C(I)I. RXN SMILES: [CH3:29][N:30]([CH3:31])[CH:32]=[O:33].[I:10][C:11]([CH2:12][O:13][S:14]([c:15]1[cH:16][cH:17][c:18]([CH3:19])[cH:20][cH:21]1)(=[O:22])=[O:23])=[C:24]([I:25])[I:26].[Na+:28].[OH-:27].[nH:1]1[c:2]([C:6](=[O:7])[O:8][CH3:9])[cH:3][cH:4][cH:5]1>>[n:1]1([CH2:12][C:11]([I:10])=[C:24]([I:25])[I:26])[c:2]([C:6](=[O:7])[O:8][CH3:9])[cH:3][cH:4][cH:5]1. Starting materials: CC1(OCCO1)C1=CC=C(O1)CN1N=CC(=N1)N (2-[5-(2-methyl-[1,3]dioxolan-2-yl)-furan-2-ylmethyl]-2H-[1,2,3]triazol-4-ylamine), FC(OC=1C=C(C=CC1)C1=C(N=C(O1)C)C(=O)O)(F)F (5-(3-trifluoromethoxy-phenyl)-2-methyl-oxazole-4-carboxylic acid). Yields the product C(C)(=O)C1=CC=C(O1)CN1N=CC(=N1)NC(=O)C=1N=C(OC1C1=CC(=CC=C1)OC(F)(F)F)C (2-Methyl-5-(3-trifluoromethoxy-phenyl)-oxazole-4-carboxylic acid [2-(5-acetyl-furan-2-ylmethyl)-2H-[1,2,3]triazol-4-yl]-amide). RXN SMILES: [CH3:1][C:2]1([C:7]2[O:11][C:10]([CH2:12][N:13]3[N:17]=[C:16]([NH2:18])[CH:15]=[N:14]3)=[CH:9][CH:8]=2)[O:6]CCO1.[F:19][C:20]([F:38])([F:37])[O:21][C:22]1[CH:23]=[C:24]([C:28]2[O:32][C:31]([CH3:33])=[N:30][C:29]=2[C:34](O)=[O:35])[CH:25]=[CH:26][CH:27]=1>>[C:2]([C:7]1[O:11][C:10]([CH2:12][N:13]2[N:17]=[C:16]([NH:18][C:34]([C:29]3[N:30]=[C:31]([CH3:33])[O:32][C:28]=3[C:24]3[CH:25]=[CH:26][CH:27]=[C:22]([O:21][C:20]([F:37])([F:19])[F:38])[CH:23]=3)=[O:35])[CH:15]=[N:14]2)=[CH:9][CH:8]=1)(=[O:6])[CH3:1]. Reported procedure: Following general procedure A followed by L, starting from 2-[5-(2-methyl-[1,3]dioxolan-2-yl)-furan-2-ylmethyl]-2H-[1,2,3]triazol-4-ylamine and 5-(3-trifluoromethoxy-phenyl)-2-methyl-oxazole-4-carboxylic acid. The reactants are Fc1ccc2[nH]nc(Nc3nc(-c4ccccc4C(F)(F)F)nc4c3CN(Cc3ccccc3)CC4)c2c1, CO. Product: Fc1ccc2[nH]nc(Nc3nc(-c4ccccc4C(F)(F)F)nc4c3CNCC4)c2c1. As a reaction SMILES: [CH2:1]([c:2]1[cH:3][cH:4][cH:5][cH:6][cH:7]1)[N:8]1[CH2:9][c:10]2[c:11]([n:12][c:13](-[c:27]3[c:28]([C:33]([F:34])([F:35])[F:36])[cH:29][cH:30][cH:31][cH:32]3)[n:14][c:15]2[NH:16][c:17]2[n:18][nH:19][c:20]3[cH:21][cH:22][c:23]([F:26])[cH:24][c:25]23)[CH2:37][CH2:38]1.[CH3:39][OH:40]>>[NH:8]1[CH2:9][c:10]2[c:11]([n:12][c:13](-[c:27]3[c:28]([C:33]([F:34])([F:35])[F:36])[cH:29][cH:30][cH:31][cH:32]3)[n:14][c:15]2[NH:16][c:17]2[n:18][nH:19][c:20]3[cH:21][cH:22][c:23]([F:26])[cH:24][c:25]23)[CH2:37][CH2:38]1. Starting materials: CCc1ccc2c(-c3ccc(C#N)cc3)c(-c3ccc(OC)cc3)c(C)nn12, CN(C)C=O, [Na+], [OH-], OO. The product is CCc1ccc2c(-c3ccc(C(N)=O)cc3)c(-c3ccc(OC)cc3)c(C)nn12. Reaction SMILES: [CH2:1]([CH3:2])[c:3]1[cH:4][cH:5][c:6]2[n:7]1[n:8][c:9]([CH3:28])[c:10](-[c:20]1[cH:21][cH:22][c:23]([O:26][CH3:27])[cH:24][cH:25]1)[c:11]2-[c:12]1[cH:13][cH:14][c:15]([C:16]#[N:17])[cH:18][cH:19]1.[CH3:33][N:34]([CH3:35])[CH:36]=[O:37].[Na+:30].[OH-:29].[OH:31][OH:32]>>[CH2:1]([CH3:2])[c:3]1[cH:4][cH:5][c:6]2[n:7]1[n:8][c:9]([CH3:28])[c:10](-[c:20]1[cH:21][cH:22][c:23]([O:26][CH3:27])[cH:24][cH:25]1)[c:11]2-[c:12]1[cH:13][cH:14][c:15]([C:16]([NH2:17])=[O:29])[cH:18][cH:19]1. The reactants are N (ammonia), O=C(CC(=O)OCCO)C (2-hydroxyethyl 3-oxo-butyrate). Solvent: C(C)O (ethanol). Conditions: time 16 hour. Yields the product N\C(=C/C(=O)OCCO)\C (2-Hydroxyethyl 3-Aminocrotonate). Reaction SMILES: [NH3:1].O=[C:3]([CH3:11])[CH2:4][C:5]([O:7][CH2:8][CH2:9][OH:10])=[O:6]>C(O)C>[NH2:1]/[C:3](/[CH3:11])=[CH:4]\[C:5]([O:7][CH2:8][CH2:9][OH:10])=[O:6]. Reported procedure: Anhydrous ammonia gas was bubbled through a solution of 2-hydroxyethyl 3-oxo-butyrate (25 g, 0.17 moles) (ref 5) and ethanol (250 mL) for 20 minutes. This solution was stirred for 16 hours at room temperature. The solvent was removed in vacuo and the resulting oil was chromatographed on silica gel (250 g) using ethyl acetate-hexane 60:40 as eluant. The enriched fractions were combined and the solvent removed in vacuo to give the product; H' NMR CDCl3 4.33 (t, 2H) 3.85 (t, 2H) 3.55 (s, 1H) 2.85 (... Reactants: [N+](=O)([O-])C1=C2C=CC(=NC2=CC=C1)Cl (5-nitro-2-chloroquinoline), FC(OC1=C(CN)C=CC=C1)(F)F (2-(trifluoromethoxy)benzylamine), C(=O)C1=C2C=CNC2=CC=C1 (4-formylindole). Product: N1C=CC2=C(C=CC=C12)CNC=1C=2C=CC(=NC2C=CC1)NCC1=C(C=CC=C1)OC(F)(F)F (N5-(1H-Indol-4-ylmethyl)-N2-(2-trifluoromethoxy-benzyl)-quinoline-2,5-diamine). As a reaction SMILES: [N+:1]([C:4]1[CH:13]=[CH:12][CH:11]=[C:10]2[C:5]=1[CH:6]=[CH:7][C:8](Cl)=[N:9]2)([O-])=O.[F:15][C:16]([F:27])([F:26])[O:17][C:18]1[CH:25]=[CH:24][CH:23]=[CH:22][C:19]=1[CH2:20][NH2:21].[CH:28]([C:30]1[CH:38]=[CH:37][CH:36]=[C:35]2[C:31]=1[CH:32]=[CH:33][NH:34]2)=O>>[NH:34]1[C:35]2[C:31](=[C:30]([CH2:28][NH:1][C:4]3[C:5]4[CH:6]=[CH:7][C:8]([NH:21][CH2:20][C:19]5[CH:22]=[CH:23][CH:24]=[CH:25][C:18]=5[O:17][C:16]([F:26])([F:27])[F:15])=[N:9][C:10]=4[CH:11]=[CH:12][CH:13]=3)[CH:38]=[CH:37][CH:36]=2)[CH:32]=[CH:33]1. Reported procedure: The title compound, MS: m/e=463.0 (M+H+), was prepared from 5-nitro-2-chloroquinoline, 2-(trifluoromethoxy)benzylamine and 4-formylindole as described in example 26.